Dataset: the Open Reaction Database (ORD), a public repository of structured organic reaction records. Task: describe an organic reaction: reactants, conditions, products, and yield The reactants are C(=O)(OC(C)(C)C)N1CCNCC1 (N-Boc-piperazine), COC=1C=C(C=O)C=C(C1OCC)OC (3,5-dimethoxy-4-ethoxybenzaldehyde), [BH-](OC(=O)C)(OC(=O)C)OC(=O)C.[Na+] (NaBH(OAc)3). Solvent: C(=O)(O)[O-].[Na+] (NaHCO3). Conditions: temperature 20 celsius, time 12 hour. Product: C(C)(C)(C)OC(=O)N1CCN(CC1)CC1=CC(=C(C(=C1)OC)OCC)OC (N-(tert-butyloxycarbonyl)-N′-(3,5-dimethoxy-4-ethoxybenzyl)-piperazine). As a reaction SMILES: [C:1]([N:8]1[CH2:13][CH2:12][NH:11][CH2:10][CH2:9]1)([O:3][C:4]([CH3:7])([CH3:6])[CH3:5])=[O:2].[CH3:14][O:15][C:16]1[CH:17]=[C:18]([CH:21]=[C:22]([O:27][CH3:28])[C:23]=1[O:24][CH2:25][CH3:26])[CH:19]=O.[BH-](OC(C)=O)(OC(C)=O)OC(C)=O.[Na+]>C([O-])(O)=O.[Na+]>[C:4]([O:3][C:1]([N:8]1[CH2:9][CH2:10][N:11]([CH2:19][C:18]2[CH:21]=[C:22]([O:27][CH3:28])[C:23]([O:24][CH2:25][CH3:26])=[C:16]([O:15][CH3:14])[CH:17]=2)[CH2:12][CH2:13]1)=[O:2])([CH3:7])([CH3:6])[CH3:5] |f:2.3,4.5|. Procedure details: The synthesis is carried out in argon condition. 2.2 g (11.8 mmol) of N-Boc-piperazine and 2.5 g (11.8 mmol) of 3,5-dimethoxy-4-ethoxybenzaldehyde are mixed in 50 ml of dry of dichloromethane. After dissolution 2 drops of acetic acid is added, then 4.25 g (20 mmol) of NaBH(OAc)3 is added and the mixture is stirred for 12 h at 20° C. Then 20 ml of 5% NaHCO3 aqueous solution is added dropwise with care to the reaction mixture. The organic layer is separated, washed with 5% Na2CO3 solution, dried o... Reactants: N1(CCOCC1)S(=O)(=O)C=1C=CC=C2CCNCC12 (8-(morpholine-4-sulfonyl)-1,2,3,4-tetrahydroisoquinoline), ClC1=NC=NC2=CC(=C(C=C12)OC)OC (4-chloro-6,7-dimethoxy-quinazoline). Run in CC(C)O (2-propanol). The product is COC=1C=C2C(=NC=NC2=CC1OC)N1CC2=C(C=CC=C2CC1)S(=O)(=O)N1CCOCC1 (6,7-dimethoxy-4-[8-(morpholine-4-sulfonyl)-3,4-dihydro-1H-isoquinolin-2-yl]-quinazoline). The yield is 84.9%. Reaction SMILES: [N:1]1([S:7]([C:10]2[CH:11]=[CH:12][CH:13]=[C:14]3[C:19]=2[CH2:18][NH:17][CH2:16][CH2:15]3)(=[O:9])=[O:8])[CH2:6][CH2:5][O:4][CH2:3][CH2:2]1.Cl[C:21]1[C:30]2[C:25](=[CH:26][C:27]([O:33][CH3:34])=[C:28]([O:31][CH3:32])[CH:29]=2)[N:24]=[CH:23][N:22]=1>CC(O)C>[CH3:32][O:31][C:28]1[CH:29]=[C:30]2[C:25](=[CH:26][C:27]=1[O:33][CH3:34])[N:24]=[CH:23][N:22]=[C:21]2[N:17]1[CH2:16][CH2:15][C:14]2[C:19](=[C:10]([S:7]([N:1]3[CH2:6][CH2:5][O:4][CH2:3][CH2:2]3)(=[O:9])=[O:8])[CH:11]=[CH:12][CH:13]=2)[CH2:18]1. Procedure: 8-(morpholine-4-sulfonyl)-1,2,3,4-tetrahydroisoquinoline (15.7 g, 55.6 mmol) and 4-chloro-6,7-dimethoxy-quinazoline (12.5 g, 55.6 mmol) were refluxed overnight in 2-propanol (400 mL). The solvent was removed under vacuum and the resultant solid was partitioned between aqueous ammonia and CH2Cl2. The mixture was extracted three times with CH2Cl2 and the combined extracts were dried and concentrated. Flash chromatography (0.1:3:97 NH4OH/MeOH/CH2Cl2) followed by recrystallization of the product fra... The reactants are OC1=C(C(=O)Cl)C(=CC=N1)I (2-hydroxy-4-iodonicotinoyl chloride), CO (MeOH). Product: OC1=C(C(=O)OC)C(=CC=N1)I (methyl 2-hydroxy-4-iodonicotinate). As a reaction SMILES: [OH:1][C:2]1[N:10]=[CH:9][CH:8]=[C:7]([I:11])[C:3]=1[C:4](Cl)=[O:5].[CH3:12][OH:13]>>[OH:1][C:2]1[N:10]=[CH:9][CH:8]=[C:7]([I:11])[C:3]=1[C:4]([O:13][CH3:12])=[O:5]. Reported procedure: Thionyl chloride (3.81 ml, 52.2 mmol) was added to a suspension of 2-hydroxy-4-iodonicotinic acid (3.46 g, 13.1 mmol) in dichloromethane (12 mL) in a pressure vessel at room temperature. The reaction mixture was then heated at 75° C. for 3 h. An aliquot was taken and hydrolyzed with methanol. LCMS analysis showed the derived methyl ester seen as major compound. The reaction mixture was cooled to room temperature and was concentrated in vacuo to give 2-hydroxy-4-iodonicotinoyl chloride. 2-hydroxy... Starting materials: CC(C)(C)OC(N[C@@H](CC=1C=NC=CC1)CO)=O ((S)-[1-(hydroxymethyl)-2-(3-pyridinyl)ethyl]carbamic acid 1,1-dimethylethyl ester), Cl (HCl). The solvent is O1CCOCC1 (1,4-dioxan), O1CCOCC1 (1,4-dioxan), O1CCOCC1 (1,4-dioxan). The product is Cl.Cl.N[C@H](CO)CC=1C=NC=CC1 ((S)-β-Amino-3-pyridinepropanol dihydrochloride). RXN SMILES: CC(OC(=O)[NH:7][C@H:8]([CH2:16][OH:17])[CH2:9][C:10]1[CH:11]=[N:12][CH:13]=[CH:14][CH:15]=1)(C)C.[ClH:19]>O1CCOCC1>[ClH:19].[ClH:19].[NH2:7][C@@H:8]([CH2:9][C:10]1[CH:11]=[N:12][CH:13]=[CH:14][CH:15]=1)[CH2:16][OH:17] |f:3.4.5|. Procedure details: To a solution of (S)-[1-(hydroxymethyl)-2-(3-pyridinyl)ethyl]carbamic acid 1,1-dimethylethyl ester (1.27 g, 5.03 mmol) in 1,4-dioxan (3 ml) was added 1,4-dioxan saturated with HCl gas (10 ml) followed by a further portion of 1,4-dioxan (10 ml). After 2 h at room temperature the precipitated solid was collected by filtration, washed with 1,4-dioxan (5 ml) and ether then dried in vacuo to give the title compound (0.928 g) as a solid, nmr(δ,DMSO-d6) includes 3.11(bd,2H), 3.4-3.7(m,3H), 7.86(dd,1H),...